The task is: describe an organic reaction: reactants, conditions, products, and yield. This data is from the Open Reaction Database (ORD), a public repository of structured organic reaction records. The reactants are [BH4-], CC(C)(C)NS(=O)(=O)c1ccc(Cl)s1, C1CCOC1, Cc1ccc(S(=O)(=O)N=[N+]=[N-])cc1, [Na+], O. Yields the product CC(C)(C)NS(=O)(=O)c1sc(Cl)cc1N. Reaction SMILES: [BH4-:28].[C:1]([CH3:2])([CH3:3])([CH3:4])[NH:5][S:6](=[O:7])(=[O:8])[c:9]1[s:10][c:11]([Cl:14])[cH:12][cH:13]1.[CH2:31]1[O:32][CH2:33][CH2:34][CH2:35]1.[CH3:15][c:16]1[cH:17][cH:18][c:19]([S:20](=[O:23])(=[O:24])[N:25]=[N+:21]=[N-:22])[cH:26][cH:27]1.[Na+:29].[OH2:30]>>[C:1]([CH3:2])([CH3:3])([CH3:4])[NH:5][S:6](=[O:7])(=[O:8])[c:9]1[s:10][c:11]([Cl:14])[cH:12][c:13]1[NH2:25]. Reactants: O1CCOC12C=CCC2 (1,4-dioxaspiro[4.4]non-6-ene), C(C=C)(=O)OC (methyl acrylate), C1(O)=CC=C(O)C=C1 (hydroquinone). Solvent: C(C)#N (acetonitrile). The product is O1C2(OCC1)[C@H]1CC([C@H](C2)C1)C(=O)OC ((1R,4S)-methyl spiro[bicyclo[2.2.1]heptane-2,2′-[1,3]dioxolane]-5-carboxylate). RXN SMILES: [O:1]1[C:5]2([CH2:9][CH2:8][CH:7]=[CH:6]2)[O:4][CH2:3][CH2:2]1.[C:10]([O:14][CH3:15])(=[O:13])[CH:11]=[CH2:12].C1(C=CC(O)=CC=1)O>C(#N)C>[O:1]1[CH2:2][CH2:3][O:4][C:5]21[CH2:9][C@@H:8]1[CH2:7][C@@H:6]2[CH2:12][CH:11]1[C:10]([O:14][CH3:15])=[O:13]. Procedure: A reaction mixture of 1,4-dioxaspiro[4.4]non-6-ene (5 g), methyl acrylate (10.24 g), and hydroquinone (0.13 g) was heated at 100° C. in acetonitrile (12 mL) for three days. After cooling, the solvent was removed, and residue was purified by flash chromatography on silica gel eluting with 4:1 hexane/ethyl acetate to provide the title compound as a mixture of two isomers. Starting materials: C(C)OC1=CC=C(C=C1)CCC[C@@H](C(=O)N1CCN(CC1)CCC=1SC=CC1)[C@H]1C(OC(O1)(C)C)=O ((5S)-5-[(1R)-4-(4-ethoxyphenyl)-1-({4-[2-(2-thienyl)ethyl]-1-piperazinyl}carbonyl)butyl]-2,2-dimethyl-1,3-dioxolan-4-one), aqueous solution, NO (hydroxylamine), O (water). Run in CC(C)O (iPrOH). Run at time 1 hour. Product: C(C)OC1=CC=C(C=C1)CCC[C@H]([C@@H](C(=O)NO)O)C(=O)N1CCN(CC1)CCC=1SC=CC1 ((2S,3R)-6-(4-ethoxyphenyl)-N,2-dihydroxy-3-({4-[2-(2-thienyl)ethyl]piperazin-1-yl}carbonyl)hexanamide). The yield is 42.0%. RXN SMILES: [CH2:1]([O:3][C:4]1[CH:9]=[CH:8][C:7]([CH2:10][CH2:11][CH2:12][C@H:13]([C@@H:29]2[O:33]C(C)(C)O[C:30]2=[O:36])[C:14]([N:16]2[CH2:21][CH2:20][N:19]([CH2:22][CH2:23][C:24]3[S:25][CH:26]=[CH:27][CH:28]=3)[CH2:18][CH2:17]2)=[O:15])=[CH:6][CH:5]=1)[CH3:2].[NH2:37][OH:38].O>CC(O)C>[CH2:1]([O:3][C:4]1[CH:5]=[CH:6][C:7]([CH2:10][CH2:11][CH2:12][C@@H:13]([C:14]([N:16]2[CH2:17][CH2:18][N:19]([CH2:22][CH2:23][C:24]3[S:25][CH:26]=[CH:27][CH:28]=3)[CH2:20][CH2:21]2)=[O:15])[C@H:29]([OH:33])[C:30]([NH:37][OH:38])=[O:36])=[CH:8][CH:9]=1)[CH3:2]. Reported procedure: To a solution of (5S)-5-[(1R)-4-(4-ethoxyphenyl)-1-({4-[2-(2-thienyl)ethyl]-1-piperazinyl}carbonyl)butyl]-2,2-dimethyl-1,3-dioxolan-4-one (101 mg, 0.20 mmol) in iPrOH (3 mL) was added a 50% aqueous solution of hydroxylamine (60 μL) and the resulting mixture was stirred at RT for 1 hour. Then water (12 mL) was added and the resulting mixture was purified by reverse-phase chromatography (using a mixture of water and iPrOH with a ratio from 4:1 to 1:1 as eluent) to give 40 mg (42%) of the title com... Starting materials: CC(C)C(=O)[O-], Cl, Cl, NC(CS)C(=O)O, [Na+], C1CCOC1, O, O. Yields the product CC(C)C(=O)NC(CS)C(=O)O. As a reaction SMILES: [C:15]([CH:16]([CH3:17])[CH3:18])(=[O:19])[O-:20].[ClH:22].[ClH:2].[NH2:3][CH:4]([CH2:5][SH:6])[C:7](=[O:8])[OH:9].[Na+:21].[O:10]1[CH2:11][CH2:12][CH2:13][CH2:14]1.[OH2:1].[OH2:23]>>[NH:3]([CH:4]([CH2:5][SH:6])[C:7](=[O:8])[OH:9])[C:15]([CH:16]([CH3:17])[CH3:18])=[O:19]. The reactants are COC(=O)c1ccn2cncc2c1Nc1ccc(Br)cc1F, CCN=C=NCCCN(C)C, Cl, CC(O)CON, [Na+], [OH-], On1nnc2ccccc21. The product is CC(O)CONC(=O)c1ccn2cncc2c1Nc1ccc(Br)cc1F. Reaction SMILES: [CH3:1][O:2][C:3](=[O:4])[c:5]1[c:6]([NH:14][c:15]2[c:16]([F:22])[cH:17][c:18]([Br:21])[cH:19][cH:20]2)[c:7]2[n:8]([cH:9][cH:10]1)[cH:11][n:12][cH:13]2.[CH3:25][CH2:26][N:27]=[C:28]=[N:29][CH2:30][CH2:31][CH2:32][N:33]([CH3:34])[CH3:35].[ClH:46].[NH2:47][O:48][CH2:49][CH:50]([CH3:51])[OH:52].[Na+:24].[OH-:23].[OH:36][n:37]1[c:38]2[c:39]([cH:40][cH:41][cH:42][cH:43]2)[n:44][n:45]1>>[C:3](=[O:4])([c:5]1[c:6]([NH:14][c:15]2[c:16]([F:22])[cH:17][c:18]([Br:21])[cH:19][cH:20]2)[c:7]2[n:8]([cH:9][cH:10]1)[cH:11][n:12][cH:13]2)[NH:47][O:48][CH2:49][CH:50]([CH3:51])[OH:52].